describe an organic reaction: reactants, conditions, products, and yield From a dataset of the Open Reaction Database (ORD), a public repository of structured organic reaction records. Starting materials: ClC1=CC=CC2=C1C(N1[C@H](C=3N2C=NC3C(=O)OCC)CCC1)=O (ethyl (S)-8-chloro-11,12,13,13a-tetrahydro-9-oxo-9H-imidazo[1,5-a]pyrrolo[2,1-c][1,4]benzodiazepine-1-carboxylate), [C-]#N.[K+] (potassium cyanide), ClC1=CC=C(CO)C=C1 (4-chlorobenzyl alcohol). The solvent is C(Cl)Cl (methylene chloride). The product is ClC1=CC=CC2=C1C(N1[C@H](C=3N2C=NC3C(=O)OCC3=CC=C(C=C3)Cl)CCC1)=O (p-chlorobenzyl (S)-8-chloro-11,12,13,13a-tetrahydro-9-oxo-9H-imidazo[1,5-a]pyrrolo[2,1-c][1,4]benzodiazepine-1-carboxylate). Reaction SMILES: [Cl:1][C:2]1[C:7]2[C:8](=[O:24])[N:9]3[CH2:23][CH2:22][CH2:21][C@H:10]3[C:11]3[N:12]([CH:13]=[N:14][C:15]=3[C:16]([O:18][CH2:19][CH3:20])=[O:17])[C:6]=2[CH:5]=[CH:4][CH:3]=1.[C-]#N.[K+].[Cl:28][C:29]1[CH:36]=[CH:35]C(CO)=[CH:31][CH:30]=1>C(Cl)Cl>[Cl:1][C:2]1[C:7]2[C:8](=[O:24])[N:9]3[CH2:23][CH2:22][CH2:21][C@H:10]3[C:11]3[N:12]([CH:13]=[N:14][C:15]=3[C:16]([O:18][CH2:19][C:20]3[CH:35]=[CH:36][C:29]([Cl:28])=[CH:30][CH:31]=3)=[O:17])[C:6]=2[CH:5]=[CH:4][CH:3]=1 |f:1.2|. Procedure: A mixture of 3.45 g (10 mmol) of ethyl (S)-8-chloro-11,12,13,13a-tetrahydro-9-oxo-9H-imidazo[1,5-a]pyrrolo[2,1-c][1,4]benzodiazepine-1-carboxylate, 100 mg of powdered potassium cyanide and 9.90 g of 4-chlorobenzyl alcohol is heated at 130° for 48 hours, the mixture is diluted with about 20 ml of methylene chloride and chromatographed on about 300 g of silica gel while eluting with ethyl acetate. By recrystallization from ethyl acetate there is obtained p-chlorobenzyl (S)-8-chloro-11,12,13,13a-te... The reactants are CC(C(CC)C)N (1,2-dimethylbutylamine), C(C#C)OC1=C(C=C(C(=O)Cl)C=C1OC)OC (4-(2-propynyloxy)-3,5-dimethoxybenzoyl chloride). Yields the product CC(C(CC)C)NC(C1=CC(=C(C(=C1)OC)OCC#C)OC)=O (N-(1,2-dimethylbutyl)-4-(2-propynyloxy)-3,5-dimethoxybenzamide). Reaction SMILES: [CH3:1][CH:2]([NH2:7])[CH:3]([CH3:6])[CH2:4][CH3:5].[CH2:8]([O:11][C:12]1[C:20]([O:21][CH3:22])=[CH:19][C:15]([C:16](Cl)=[O:17])=[CH:14][C:13]=1[O:23][CH3:24])[C:9]#[CH:10]>>[CH3:1][CH:2]([NH:7][C:16](=[O:17])[C:15]1[CH:14]=[C:13]([O:23][CH3:24])[C:12]([O:11][CH2:8][C:9]#[CH:10])=[C:20]([O:21][CH3:22])[CH:19]=1)[CH:3]([CH3:6])[CH2:4][CH3:5]. Reported procedure: According to the same method as that of Production Example 1, 1,2-dimethylbutylamine was used in place of 2,2-dimethylpropylamine, 4-(2-propynyloxy)-3,5-dimethoxybenzoyl chloride was used in place of 4-(2-propynyloxy)-3-methoxybenzoyl chloride to obtain N-(1,2-dimethylbutyl)-4-(2-propynyloxy)-3,5-dimethoxybenzamide (hereinafter, described as the compound 22 of the present invention) represented by the formula: Starting materials: O (water), [OH-].[K+] (potassium hydroxide), C(C1=CC=CC=C1)(=O)C=1C=C(C=CC1)CC(CC(=O)OCC)O (ethyl 4-(m-benzoylphenyl)-3-hydroxy-butyrate). Solvent: C(C)O (ethanol). Run at temperature 10 celsius. Product: C(C1=CC=CC=C1)(=O)C=1C=C(C=CC1)CC(CC(=O)O)O (4-(m-benzoyl-phenyl)-3-hydroxy-butyric acid). The yield is 96.0%. As a reaction SMILES: O.[OH-].[K+].[C:4]([C:12]1[CH:13]=[C:14]([CH2:18][CH:19]([OH:26])[CH2:20][C:21]([O:23]CC)=[O:22])[CH:15]=[CH:16][CH:17]=1)(=[O:11])[C:5]1[CH:10]=[CH:9][CH:8]=[CH:7][CH:6]=1>C(O)C>[C:4]([C:12]1[CH:13]=[C:14]([CH2:18][CH:19]([OH:26])[CH2:20][C:21]([OH:23])=[O:22])[CH:15]=[CH:16][CH:17]=1)(=[O:11])[C:5]1[CH:10]=[CH:9][CH:8]=[CH:7][CH:6]=1 |f:1.2|. Procedure details: 2.7 ml of water and 1.4 ml of 12.5N potassium hydroxide were added to a solution of 2.7 g of ethyl 4-(m-benzoylphenyl)-3-hydroxy-butyrate in 27ml of ethanol and the mixture was refluxed for 11/2 hours and then evaporated to dryness. The residue was taken up in 27 ml of water and the solution was treated with activated carbon, filtered and acidified to a pH of 1 by adding 10 ml of 2N hydrochloric acid with stirring at 10°C. The mixture was extracted with methylene chloride and the organic phase w... Reactants: C(O)([O-])=O.[Na+] (sodium hydrogencarbonate), O1CCOCC1 (1,4-dioxane), [N+](=O)([O-])C=1C=C(C=CC1)C1=C(C=NC=C1)CC(C=C)=O (4-(3-n1trophenyl)-3-pyridyl-3-butene-2-one), N\C(=C/C(=O)OCCC#N)\C (2-cyanoethyl 3-aminocrotonate), 4A. The reagents and catalysts are [Cl-].[Zn+2].[Cl-] (zinc chloride). Product: CC=1NC(=C(C(C1C(=O)OCCC#N)C1=CC(=CC=C1)[N+](=O)[O-])C1=NC=CC=C1)C (2-cyanoethyl 1,4-dihydro-2,6-dimethyl-4-(3-nitrophenyl)-5-pyridylpyridine-3-carboxylate). Reaction SMILES: [N+:1]([C:4]1[CH:5]=[C:6]([C:10]2[CH:15]=[CH:14][N:13]=[CH:12][C:11]=2[CH2:16][C:17](=O)C=C)[CH:7]=[CH:8][CH:9]=1)([O-:3])=[O:2].[NH2:21]/[C:22](/[CH3:31])=[CH:23]\[C:24]([O:26][CH2:27][CH2:28][C:29]#[N:30])=[O:25].C(=O)([O-])O.[Na+].O1CCO[CH2:39][CH2:38]1>[Cl-].[Zn+2].[Cl-]>[CH3:31][C:22]1[NH:21][C:38]([CH3:39])=[C:15]([C:14]2[CH:17]=[CH:16][CH:11]=[CH:12][N:13]=2)[CH:10]([C:6]2[CH:7]=[CH:8][CH:9]=[C:4]([N+:1]([O-:3])=[O:2])[CH:5]=2)[C:23]=1[C:24]([O:26][CH2:27][CH2:28][C:29]#[N:30])=[O:25] |f:2.3,5.6.7|. Reported procedure: A mixture of 5.365 g (20 mmol) of 4-(3-n1trophenyl)-3-pyridyl-3-butene-2-one, 15.417 g (100 mmol) of 2-cyanoethyl 3-aminocrotonate, 5.451 g (40 mmol) of zinc chloride, and 10 g of Molecular Shieves 4A was added to 1,4-dioxane. This reaction mixture was refluxed with application of heat in an inert atmosphere for 5 hours. The reaction mixture was then cooled to room temperature and neutralized with a saturated aqueous solution of sodium hydrogencarbonate, followed by extraction with chloroform. T... Reactants: CCOC(=O)Nc1ccc(S(=O)(=O)NCc2ccccc2)cc1[N+](=O)[O-], CCO, Cl, [Na+], [OH-]. Yields the product Nc1ccc(S(=O)(=O)NCc2ccccc2)cc1[N+](=O)[O-]. RXN SMILES: [CH2:1]([O:2][C:3](=[O:4])[NH:5][c:6]1[c:7]([N+:23](=[O:24])[O-:25])[cH:8][c:9]([S:12]([NH:13][CH2:14][c:15]2[cH:16][cH:17][cH:18][cH:19][cH:20]2)(=[O:21])=[O:22])[cH:10][cH:11]1)[CH3:26].[CH3:30][CH2:31][OH:32].[ClH:29].[Na+:28].[OH-:27]>>[NH2:5][c:6]1[c:7]([N+:23](=[O:24])[O-:25])[cH:8][c:9]([S:12]([NH:13][CH2:14][c:15]2[cH:16][cH:17][cH:18][cH:19][cH:20]2)(=[O:21])=[O:22])[cH:10][cH:11]1. The reactants are C(=O)(O)CN1CCN(CCN(CCNCC1)CC(=O)O)CC(=O)O (1,4,7-tris(carboxymethyl)-1,4,7,10-tetraazacyclododecane), [OH-].[Na+] (NaOH), C1C(C)O1 (Propylene oxide). Solvent: O (water). Yields the product C(=O)(O)CN1CCN(CCN(CCN(CC1)CC(C)O)CC(=O)O)CC(=O)O (1,4,7-tris (carboxymethyl)-10-(2-hydroxypropyl)-1,4,7,10-tetraazacyclododecane). The yield is 96.0%. As a reaction SMILES: [C:1]([CH2:4][N:5]1[CH2:16][CH2:15][NH:14][CH2:13][CH2:12][N:11]([CH2:17][C:18]([OH:20])=[O:19])[CH2:10][CH2:9][N:8]([CH2:21][C:22]([OH:24])=[O:23])[CH2:7][CH2:6]1)([OH:3])=[O:2].[OH-].[Na+].[CH2:27]1[O:30][CH:28]1[CH3:29]>O>[C:1]([CH2:4][N:5]1[CH2:16][CH2:15][N:14]([CH2:27][CH:28]([OH:30])[CH3:29])[CH2:13][CH2:12][N:11]([CH2:17][C:18]([OH:20])=[O:19])[CH2:10][CH2:9][N:8]([CH2:21][C:22]([OH:24])=[O:23])[CH2:7][CH2:6]1)([OH:3])=[O:2] |f:1.2|. Reported procedure: To a solution of 194.0 g (0.56 mol) of 15 in 450 mL of water is added sufficient NaOH to adjust the pH to 12.0 to 12.5 (the temperature is maintained below 30° C. during the addition). Propylene oxide (65 g, 1.12 mols) is added to the basic solution. After 6 hours at ambient temperature the excess propylene oxide and solvent is removed under reduced pressure. The product is precipitated from a minimal amount of methanol to afford 16 in 96% yield. Starting materials: ClC(CC1=C(C=C(C=C1)F)F)C1=NC=C(C=C1)S(=O)(=O)C1=CC=CC=C1 (2-[1-chloro-2-(2,4-difluorophenyl)ethyl]-5-(phenylsulfonyl)pyridine), [OH-].[K+] (potassium hydroxide), CO (methanol). The solvent is O (water). Yields the product FC1=C(C=CC(=C1)F)CCC1=CC=C(C(=N1)OC)S(=O)(=O)C1=CC=CC=C1 (6-[2-(2,4-difluorophenyl)ethyl]-2-methoxy-3-(phenylsulfonyl)pyridine). Isolated yield 72.0%. RXN SMILES: Cl[CH:2]([C:12]1[CH:17]=[CH:16][C:15]([S:18]([C:21]2[CH:26]=[CH:25][CH:24]=[CH:23][CH:22]=2)(=[O:20])=[O:19])=[CH:14][N:13]=1)[CH2:3][C:4]1[CH:9]=[CH:8][C:7]([F:10])=[CH:6][C:5]=1[F:11].[OH-:27].[K+].[CH3:29]O>O>[F:11][C:5]1[CH:6]=[C:7]([F:10])[CH:8]=[CH:9][C:4]=1[CH2:3][CH2:2][C:12]1[N:13]=[C:14]([O:27][CH3:29])[C:15]([S:18]([C:21]2[CH:26]=[CH:25][CH:24]=[CH:23][CH:22]=2)(=[O:20])=[O:19])=[CH:16][CH:17]=1 |f:1.2|. Procedure: 2-Chloro-6-[2-(2,4-difluorophenyl)ethyl]-3-(phenylsulfonyl)pyridine (Example 43 Step 3, 0.21 g, 0.53 mmol) and potassium hydroxide (90 mg, 1.60 mmol) were stirred in refluxing methanol (10 ml) for 6 hours. The cooled reaction mixture was diluted with water and extracted with ethyl acetate (×2). The combined organic layers were washed with brine, dried over MgSO4 and concentrated in vacuo while loading onto silica. Dry flash chromatography using 10–15% ethyl acetate/isohexane gave the title compo...